This data is from the Open Reaction Database (ORD), a public repository of structured organic reaction records. The task is: describe an organic reaction: reactants, conditions, products, and yield The reactants are Cl.N1=C(C=CC=C1)N(C(=O)C1=CC2=C(N(C(=N2)CNC2=CC=C(C=C2)C(N)=N)C)C=C1)CCC(=O)OCC (1-methyl-2-[N-(4-amidinophenyl)aminomethyl]benzimidazol-5-yl-carboxylic acid-N-(2-pyridyl)-N-(2-ethoxycarbonylethyl)amide hydrochloride), ClC(=O)OC (methyl chloroformate), C29H31N7O5. Solvent: ClCCl.CO (dichloromethane methanol). Yields the product N1=C(C=CC=C1)N(C(=O)C1=CC2=C(N(C(=N2)CNC2=CC=C(C=C2)C(NC(=O)OC)=N)C)C=C1)CCC(=O)OCC (1-Methyl-2-[N-[4-(N-methoxycarbonylamidino)phenyl]aminomethyl]benzimidazol-5-yl-carboxylic acid-N-(2-pyridyl)-N-(2-ethoxycarbonylethyl)amide). The yield is 48.0%. As a reaction SMILES: Cl.[N:2]1[CH:7]=[CH:6][CH:5]=[CH:4][C:3]=1[N:8]([CH2:32][CH2:33][C:34]([O:36][CH2:37][CH3:38])=[O:35])[C:9]([C:11]1[CH:31]=[CH:30][C:14]2[N:15]([CH3:29])[C:16]([CH2:18][NH:19][C:20]3[CH:25]=[CH:24][C:23]([C:26](=[NH:28])[NH2:27])=[CH:22][CH:21]=3)=[N:17][C:13]=2[CH:12]=1)=[O:10].Cl[C:40]([O:42][CH3:43])=[O:41]>ClCCl.CO>[N:2]1[CH:7]=[CH:6][CH:5]=[CH:4][C:3]=1[N:8]([CH2:32][CH2:33][C:34]([O:36][CH2:37][CH3:38])=[O:35])[C:9]([C:11]1[CH:31]=[CH:30][C:14]2[N:15]([CH3:29])[C:16]([CH2:18][NH:19][C:20]3[CH:25]=[CH:24][C:23]([C:26](=[NH:27])[NH:28][C:40]([O:42][CH3:43])=[O:41])=[CH:22][CH:21]=3)=[N:17][C:13]=2[CH:12]=1)=[O:10] |f:0.1,3.4|. Procedure: Prepared analogously to Example 90 from 1-methyl-2-[N-(4-amidinophenyl)aminomethyl]benzimidazol-5-yl-carboxylic acid-N-(2-pyridyl)-N-(2-ethoxycarbonylethyl)amide hydrochloride and methyl chloroformate. Yield: 48% of theory, C29H31N7O5 (557.6); Rf value: 0.62 (silica gel; dichloromethane/methanol=9:1); EKA mass spectrum: (M+H)+=558; (M+H+Na)++=290.7; (M+Na)+=580. The reactants are C1(CC1)COC1=C(C=C(C=C1)OC)C=1C2=C(N=CN1)C(=C(N2COCC[Si](C)(C)C)C)C(=O)O (4-[2-(cyclopropylmethoxy)-5-methoxyphenyl]-6-methyl-5-{[2-(trimethylsilyl)ethoxy]methyl}-5H-pyrrolo[3,2-d]pyrimidine-7-carboxylic acid), N[C@@H]1CC[C@H](CC1)NC(OC(C)(C)C)=O (tert-butyl trans-(4-amino-cyclohexyl)-carbamate). Yields the product C(C)(C)(C)OC(N[C@@H]1CC[C@H](CC1)NC(=O)C1=C(N(C2=C1N=CN=C2C2=C(C=CC(=C2)OC)OCC2CC2)COCC[Si](C)(C)C)C)=O (tert-Butyl(trans-4-{[(4-[2-(cyclopropylmethoxy)-5-methoxyphenyl]-6-methyl-5-{[2-(trimethylsilyl)ethoxy]methyl}-5H-pyrrolo[3,2-d]pyrimidin-7-yl)carbonyl]amino}cyclohexyl)carbamate). As a reaction SMILES: [CH:1]1([CH2:4][O:5][C:6]2[CH:11]=[CH:10][C:9]([O:12][CH3:13])=[CH:8][C:7]=2[C:14]2[C:15]3[N:22]([CH2:23][O:24][CH2:25][CH2:26][Si:27]([CH3:30])([CH3:29])[CH3:28])[C:21]([CH3:31])=[C:20]([C:32]([OH:34])=O)[C:16]=3[N:17]=[CH:18][N:19]=2)[CH2:3][CH2:2]1.[NH2:35][C@H:36]1[CH2:41][CH2:40][C@H:39]([NH:42][C:43](=[O:49])[O:44][C:45]([CH3:48])([CH3:47])[CH3:46])[CH2:38][CH2:37]1>>[C:45]([O:44][C:43](=[O:49])[NH:42][C@H:39]1[CH2:38][CH2:37][C@H:36]([NH:35][C:32]([C:20]2[C:16]3[N:17]=[CH:18][N:19]=[C:14]([C:7]4[CH:8]=[C:9]([O:12][CH3:13])[CH:10]=[CH:11][C:6]=4[O:5][CH2:4][CH:1]4[CH2:2][CH2:3]4)[C:15]=3[N:22]([CH2:23][O:24][CH2:25][CH2:26][Si:27]([CH3:28])([CH3:29])[CH3:30])[C:21]=2[CH3:31])=[O:34])[CH2:41][CH2:40]1)([CH3:48])([CH3:46])[CH3:47]. Procedure: Starting from 4-[2-(cyclopropylmethoxy)-5-methoxyphenyl]-6-methyl-5-{[2-(trimethylsilyl)ethoxy]methyl}-5H-pyrrolo[3,2-d]pyrimidine-7-carboxylic acid (example D.c6) and commercially available tert-butyl trans-(4-amino-cyclohexyl)-carbamate the title compound is obtained as colorless solid.